This data is from the Open Reaction Database (ORD), a public repository of structured organic reaction records. The task is: describe an organic reaction: reactants, conditions, products, and yield The reactants are D4, FC=1C=C(C=CC1F)O (3,4-difluorophenol), FC1=CC=C(C=O)C=C1 (4-fluorobenzaldehyde). Product: FC=1C=C(OC2=CC=C(C=O)C=C2)C=CC1F (4-(3,4-difluorophenoxy)benzaldehyde). As a reaction SMILES: [F:1][C:2]1[CH:3]=[C:4]([OH:9])[CH:5]=[CH:6][C:7]=1[F:8].F[C:11]1[CH:18]=[CH:17][C:14]([CH:15]=[O:16])=[CH:13][CH:12]=1>>[F:1][C:2]1[CH:3]=[C:4]([CH:5]=[CH:6][C:7]=1[F:8])[O:9][C:11]1[CH:18]=[CH:17][C:14]([CH:15]=[O:16])=[CH:13][CH:12]=1. Reported procedure: The title compound was prepared by a procedure similar to that described for D4 starting from 3,4-difluorophenol and 4-fluorobenzaldehyde. The reactants are C[Si](C)(C)I (trimethylsilyl iodide), solution, C(CCC)[Li] (butyllithium), BrC1=CC(=CC(=C1)B(C1=C(C=C(C=C1C)C)C)C1=C(C=C(C=C1C)C)C)B(C1=C(C=C(C=C1C)C)C)C1=C(C=C(C=C1C)C)C (1-bromo-3,5-bis(dimesitylboryl)benzene). Solvent: O (water), CCCCCC (hexane), C1CCOC1 (THF). Run at temperature -78 celsius, time 1.5 hour. Product: C1(=C(C(=CC(=C1)C)C)B(C=1C=C(C=C(C1)B(C1=C(C=C(C=C1C)C)C)C1=C(C=C(C=C1C)C)C)[Si](C)(C)C)C1=C(C=C(C=C1C)C)C)C (3,5-bis(dimesitylboryl)-1-trimethylsilylbenzene). Isolated yield 110.6%. RXN SMILES: C([Li])CCC.Br[C:7]1[CH:12]=[C:11]([B:13]([C:23]2[C:28]([CH3:29])=[CH:27][C:26]([CH3:30])=[CH:25][C:24]=2[CH3:31])[C:14]2[C:19]([CH3:20])=[CH:18][C:17]([CH3:21])=[CH:16][C:15]=2[CH3:22])[CH:10]=[C:9]([B:32]([C:42]2[C:47]([CH3:48])=[CH:46][C:45]([CH3:49])=[CH:44][C:43]=2[CH3:50])[C:33]2[C:38]([CH3:39])=[CH:37][C:36]([CH3:40])=[CH:35][C:34]=2[CH3:41])[CH:8]=1.[CH3:51][Si:52](I)([CH3:54])[CH3:53]>CCCCCC.C1COCC1.O>[C:15]1([CH3:22])[CH:16]=[C:17]([CH3:21])[CH:18]=[C:19]([CH3:20])[C:14]=1[B:13]([C:23]1[C:28]([CH3:29])=[CH:27][C:26]([CH3:30])=[CH:25][C:24]=1[CH3:31])[C:11]1[CH:12]=[C:7]([Si:52]([CH3:54])([CH3:53])[CH3:51])[CH:8]=[C:9]([B:32]([C:42]2[C:43]([CH3:50])=[CH:44][C:45]([CH3:49])=[CH:46][C:47]=2[CH3:48])[C:33]2[C:34]([CH3:41])=[CH:35][C:36]([CH3:40])=[CH:37][C:38]=2[CH3:39])[CH:10]=1. Procedure: 6.25 ml (0.01 mol) of a 1.6 M solution of butyllithium in hexane are added at -78° C. to a solution of 6.53 g of (0.01 mol) of 1-bromo-3,5-bis(dimesitylboryl)benzene in 50 ml of THF. The mixture is stirred at -78° C. for 1.5 h, and then 2.0 ml (3.0 g; 0.015 mol) of trimethylsilyl iodide are added over the course of 10 minutes. After the mixture has been stirred again at -78° C. for one hour, it is allowed to warm up to room temperature and stirred for about 12 hours. It is then diluted with wate... The reactants are CC(=O)O, COC(=O)c1ccc2c(c1)C(SC)C(=O)N2, [Zn]. Product: COC(=O)c1ccc2c(c1)CC(=O)N2. RXN SMILES: [CH3:17][C:18](=[O:19])[OH:20].[CH3:1][O:2][C:3](=[O:4])[c:5]1[cH:6][c:7]2[c:11]([cH:12][cH:13]1)[NH:10][C:9](=[O:14])[CH:8]2[S:15][CH3:16].[Zn:21]>>[CH3:1][O:2][C:3](=[O:4])[c:5]1[cH:6][c:7]2[c:11]([cH:12][cH:13]1)[NH:10][C:9](=[O:14])[CH2:8]2. Product: white solid, FS(=O)(=O)C=1C=C(C(=O)C2=CC(=C(S2)NC(=O)OC2=CC=CC=C2)C(=O)OCC)C=CC1 (ethyl 5-[3-(fluorosulfonyl)benzoyl]-2-[(phenoxycarbonyl)-amino]-3-thiophenecarboxylate). The yield is 75.0%. Conditions: time 1 hour. Procedure: A mixture of 130 g of ethyl 2-[[(phenoxycarbonyl)-amino]thioxomethyl]-3-(diethylamino)propenoate (0.37 mole), 104 g of m-fluorosulfonylphenacyl bromide (0.37 mole), and 350 ml of isopropanol was heated to reflux and held one hour. During this time, the reactants dissolved and the product precipitated. The mixture was cooled to 20°-25°, filtered, washed with isopropanol and then water to yield 133 g of white solid, ethyl 5-[3-(fluorosulfonyl)benzoyl]-2-[(phenoxycarbonyl)-amino]-3-thiophenecarboxy... The reactants are O(C1=CC=CC=C1)C(=O)NC(C(C(=O)OCC)=CN(CC)CC)=S (ethyl 2-[[(phenoxycarbonyl)-amino]thioxomethyl]-3-(diethylamino)propenoate), FS(=O)(=O)C=1C=C(C(CBr)=O)C=CC1 (m-fluorosulfonylphenacyl bromide), C(C)(C)O (isopropanol). As a reaction SMILES: [O:1]([C:8]([NH:10][C:11](=[S:24])[C:12](=[CH:18]N(CC)CC)[C:13]([O:15][CH2:16][CH3:17])=[O:14])=[O:9])[C:2]1[CH:7]=[CH:6][CH:5]=[CH:4][CH:3]=1.[F:25][S:26]([C:29]1[CH:30]=[C:31]([CH:36]=[CH:37][CH:38]=1)[C:32](=[O:35])[CH2:33]Br)(=[O:28])=[O:27].C(O)(C)C>O>[F:25][S:26]([C:29]1[CH:30]=[C:31]([CH:36]=[CH:37][CH:38]=1)[C:32]([C:33]1[S:24][C:11]([NH:10][C:8]([O:1][C:2]2[CH:3]=[CH:4][CH:5]=[CH:6][CH:7]=2)=[O:9])=[C:12]([C:13]([O:15][CH2:16][CH3:17])=[O:14])[CH:18]=1)=[O:35])(=[O:28])=[O:27]. Solvent: O (water). The reactants are C([O-])([O-])=O.[K+].[K+] (potassium carbonate), ICCC (1-iodopropane), BrC=1C=C(C=CC1)S (3-bromothiophenol). Solvent: CC(=O)C (acetone). Yields the product BrC1=CC(=CC=C1)SCCC (1-bromo-3-propylsulfanylbenzene). The yield is 95.0%. RXN SMILES: C(=O)([O-])[O-].[K+].[K+].I[CH2:8][CH2:9][CH3:10].[Br:11][C:12]1[CH:13]=[C:14]([SH:18])[CH:15]=[CH:16][CH:17]=1>CC(C)=O>[Br:11][C:12]1[CH:17]=[CH:16][CH:15]=[C:14]([S:18][CH2:8][CH2:9][CH3:10])[CH:13]=1 |f:0.1.2|. Procedure: Reflux a suspension of potassium carbonate (22.4 g), 1-iodopropane (10.3 mL) and 3-bromothiophenol (8.4 mL) in acetone (375 mL) for 5 hours. Cool to room temperature, filter through diatomaceous earth, and concentrate. Dissolve the residue in hexanes, filter through a silica gel plug, and concentrate to give 1-bromo-3-propylsulfanylbenzene (18 g, 95%) as an oil (GC-MS: m/z=231). Add this material (12 g) to a solution of n-butyllithium (57 mmol) in THF (50 mL) at −78° C. Stir for 45 min, add 110 ... Product: C(#N)CC1NC2=CC=CC=C2CC1 (2-Cyanomethyltetrahydroquinoline). Conditions: temperature 80 celsius. Reported procedure: To a solution of 2-hydroxymethyltetrahydroquinoline (54 g, 0.33 mol), imidazole (56 g, 0.825 mol), and triphenylphosphine (216 g, 0.825 mol) in a mixed solvent of 10:1 toluene/acetonitrile (2.2 L) was added iodine (167 g, 0.66 mol) at room temperature. The mixture was stirred for 30 min at the same temperature and aqueous sodium thiosulfate solution (300 mL) was added. The organic layer was separated, washed with brine, dried over magnesium sulfate, and concentrated. The residue was triturated w... Reactants: OCC1NC2=CC=CC=C2CC1 (2-hydroxymethyltetrahydroquinoline), N1C=NC=C1 (imidazole), C1(=CC=CC=C1)P(C1=CC=CC=C1)C1=CC=CC=C1 (triphenylphosphine), II (iodine), S(=S)(=O)([O-])[O-].[Na+].[Na+] (sodium thiosulfate), ice water, [C-]#N.[Na+] (sodium cyanide). The solvent is C1(=CC=CC=C1)C.C(C)#N (toluene acetonitrile). As a reaction SMILES: O[CH2:2][CH:3]1[CH2:12][CH2:11][C:10]2[C:5](=[CH:6][CH:7]=[CH:8][CH:9]=2)[NH:4]1.[NH:13]1C=CN=[CH:14]1.C1(P(C2C=CC=CC=2)C2C=CC=CC=2)C=CC=CC=1.II.S([O-])([O-])(=O)=S.[Na+].[Na+].[C-]#N.[Na+]>C1(C)C=CC=CC=1.C(#N)C>[C:14]([CH2:2][CH:3]1[CH2:12][CH2:11][C:10]2[C:5](=[CH:6][CH:7]=[CH:8][CH:9]=2)[NH:4]1)#[N:13] |f:4.5.6,7.8,9.10|. Reactants: C(C)N1N=C(C(=C1C(=O)N)[N+](=O)[O-])C (1-ethyl-3-methyl-4-nitropyrazole-5-carboxamide), Cl (HCl). Reagents/catalysts: [Fe] (iron). Solvent: C(C)O (ethanol), O (water). Yields the product NC=1C(=NN(C1C(=O)N)CC)C (4-amino-1-ethyl-3-methylpyrazole-5-carboxamide). RXN SMILES: [CH2:1]([N:3]1[C:7]([C:8]([NH2:10])=[O:9])=[C:6]([N+:11]([O-])=O)[C:5]([CH3:14])=[N:4]1)[CH3:2].Cl>C(O)C.O.[Fe]>[NH2:11][C:6]1[C:5]([CH3:14])=[N:4][N:3]([CH2:1][CH3:2])[C:7]=1[C:8]([NH2:10])=[O:9]. Procedure details: A mixture of 20 g (0.1 mol) of the above amide in 150 ml of ethanol and 30 ml of water containing 3 ml of conc. HCl is stirred under reflux with 25 g of iron powder for three hours and filtered warm using filter-cell. The filtrate is evaporated in vacuo to yield a pink solid, mp 143°-145° C. (from ethyl acetate-pet. ether) of 4-amino-1-ethyl-3-methylpyrazole-5-carboxamide. The reaction of this aminopyrazole with 18 ml acetic anhydride in 250 ml of methylene dichloride gives 18.5 g of N-(1-ethyl-... The reactants are product, SiO2, aqueous solution, stainless steel, [OH-].[Na+] (sodium hydroxide), O=[Al-]=O.[Na+] (sodium aluminate), [I-].C[N+]12CCC(CC1)CC2 (N-methylquinuclidinium iodide). The solvent is O (H2O). Run at temperature 95 celsius, time 48 hour. Product: C[N+]12CCC(CC1)CC2.[Na+] (sodium N-methyl quinuclidinium). Reaction SMILES: [OH-].[Na+:2].O=[Al-]=O.[Na+].[I-].[CH3:8][N+:9]12[CH2:16][CH2:15][CH:12]([CH2:13][CH2:14]1)[CH2:11][CH2:10]2>O>[CH3:8][N+:9]12[CH2:16][CH2:15][CH:12]([CH2:13][CH2:14]1)[CH2:11][CH2:10]2.[Na+:2] |f:0.1,2.3,4.5,7.8|. Reported procedure: The synthesis mixture had the following molar composition 11.5 Na2O.17.1 QI.Al2O3.60 SiO2. 600 H2O. Solid silica (111 g of the product AKZO KS 300, of composition 7.18 Na2O.Al2O3. 695 SiO2 .226 H2O) were dispersed in 311.6 g of an aqueous solution containing 22 g sodium hydroxide and 5.6 g sodium aluminate (1.25 Na2O. Al2O3.3 H2O). The resulting slurry was heated to 95° C. with stirring and then 120 g of N-methylquinuclidinium iodide were added with stirring. The resulting gel was reacted with s...